Task: describe an organic reaction: reactants, conditions, products, and yield. Dataset: the Open Reaction Database (ORD), a public repository of structured organic reaction records Reactants: BrC=1N=C(C(=NC1CC)N[C@H]1[C@H](CC2=CC=CC=C12)O)CC ((1R,2S)-1-[(5-bromo-3,6-diethylpyrazin-2-yl)amino]-2,3-dihydro-1H-inden-2-ol), C1(CCC2=CC=CC=C12)NC1=NC(=CN=C1C)C (N-(2,3-dihydro-1H-inden-1-yl)-3,6-dimethylpyrazin-2-amine). The product is BrC=1N=C(C(=NC1C)NC1CCC2=CC=CC=C12)C (5-bromo-N-(2,3-dihydro-1H-inden-1-yl)-3,6-dimethylpyrazin-2-amine). Reaction SMILES: [Br:1][C:2]1[N:3]=[C:4]([CH2:21]C)[C:5]([NH:10][C@@H:11]2[C:19]3[C:14](=[CH:15][CH:16]=[CH:17][CH:18]=3)[CH2:13][C@@H:12]2O)=[N:6][C:7]=1[CH2:8]C.C1(NC2C(C)=NC=C(C)N=2)C2C(=CC=CC=2)CC1>>[Br:1][C:2]1[N:3]=[C:4]([CH3:21])[C:5]([NH:10][CH:11]2[C:19]3[C:14](=[CH:15][CH:16]=[CH:17][CH:18]=3)[CH2:13][CH2:12]2)=[N:6][C:7]=1[CH3:8]. Procedure details: Following the procedure for the preparation of (1R,2S)-1-[(5-bromo-3,6-diethylpyrazin-2-yl)amino]-2,3-dihydro-1H-inden-2-ol but substituting N-(2,3-dihydro-1H-inden-1-yl)-3,6-dimethylpyrazin-2-amine and making non-critical variations provided the title compound as a oil: 1H NMR (CDCl3) δ 1.86, 2.26, 2.53, 2.70, 2.93, 3.03, 4.50, 5.72, 7.28; 13C NMR (CDCl3) δ 19.23, 23.21, 30.25, 34.56, 56.45, 124.05, 124.81, 124.97, 126.78, 128.03, 136.98, 143.71, 144.09, 148.36, 151.15; MS (ESI+) for C15H16N3Br... Reactants: N#CCC(N)=O, C1COCCN1, CCOC(OCC)OCC, CC#N. Yields the product N#CC(=CN1CCOCC1)C(N)=O. RXN SMILES: [C:1](#[N:2])[CH2:3][C:4](=[O:5])[NH2:6].[CH2:17]1[CH2:18][O:19][CH2:20][CH2:21][NH:22]1.[CH2:7]([O:8][CH:9]([O:10][CH2:11][CH3:12])[O:13][CH2:14][CH3:15])[CH3:16].[CH3:23][C:24]#[N:25]>>[C:1](#[N:2])[C:3]([C:4](=[O:5])[NH2:6])=[CH:7][N:22]1[CH2:17][CH2:18][O:19][CH2:20][CH2:21]1. Reactants: C(#N)C1=CC(=C(C=C1)C=1C=NN(C1O)C1=NC=C(C(=O)O)C=C1)F (6-(4-(4-cyano-2-fluorophenyl)-5-hydroxy-1H-pyrazol-1-yl)nicotinic acid), COCCC1(CC1)N (1-(2-methoxyethyl)cyclopropanamine). The product is C(#N)C1=CC(=C(C=C1)C=1C=NN(C1O)C1=NC=C(C(=O)NC2(CC2)CCOC)C=C1)F (6-(4-(4-cyano-2-fluorophenyl)-5-hydroxy-1H-pyrazol-1-yl)-N-(1-(2-methoxyethyl)cyclopropyl)nicotinamide). As a reaction SMILES: [C:1]([C:3]1[CH:8]=[CH:7][C:6]([C:9]2[CH:10]=[N:11][N:12]([C:15]3[CH:23]=[CH:22][C:18]([C:19]([OH:21])=O)=[CH:17][N:16]=3)[C:13]=2[OH:14])=[C:5]([F:24])[CH:4]=1)#[N:2].[CH3:25][O:26][CH2:27][CH2:28][C:29]1([NH2:32])[CH2:31][CH2:30]1>>[C:1]([C:3]1[CH:8]=[CH:7][C:6]([C:9]2[CH:10]=[N:11][N:12]([C:15]3[CH:23]=[CH:22][C:18]([C:19]([NH:32][C:29]4([CH2:28][CH2:27][O:26][CH3:25])[CH2:31][CH2:30]4)=[O:21])=[CH:17][N:16]=3)[C:13]=2[OH:14])=[C:5]([F:24])[CH:4]=1)#[N:2]. Reported procedure: The title compound was prepared in a manner similar to Example 198 using 6-(4-(4-cyano-2-fluorophenyl)-5-hydroxy-1H-pyrazol-1-yl)nicotinic acid and 1-(2-methoxyethyl)cyclopropanamine. 1H NMR (400 MHz, DMSO-d6) δ ppm 0.58-0.66 (m, 2H) 0.66-0.73 (m, 2H) 1.80 (t, J=6.9 Hz, 2H) 3.14 (s, 3H) 3.39 (t, J=7.1 Hz, 2H) 7.61 (dd, J=8.2, 1.6 Hz, 1H) 7.75 (dd, J=11.9, 1.5 Hz, 1H) 8.14 (d, J=3.0 Hz, 1H) 8.30 (dd, J=8.7, 2.1 Hz, 1H) 8.40 (d, J=8.6 Hz, 1H) 8.56 (t, J=8.0 Hz, 1H) 8.76 (s, 1H) 8.80 (d, J=1.5 Hz, ...